Dataset: the Open Reaction Database (ORD), a public repository of structured organic reaction records. Task: describe an organic reaction: reactants, conditions, products, and yield Reactants: BrC=1C=C(C(N(C1)C)=O)NC1=NC=C(C=C1)N1CCNCC1 (5-Bromo-1-methyl-3-(5-(piperazin-1-yl)pyridin-2-ylamino)pyridin-2(1H)-one), C(C)(=O)OCC=1C(=NC=CC1B1OC(C(O1)(C)C)(C)C)N1C(C=2N(C=3CCCCC3C2)CC1)=O ((2-(1-Oxo-3,4,6,7,8,9-hexahydropyrazino[1,2-a]indol-2(1H)-yl)-4-(4,4,5,5-tetramethyl-1,3,2-dioxaborolan-2-yl)pyridin-3-yl)methyl acetate), [O-]P(=O)([O-])[O-].[K+].[K+].[K+] (K3PO4). The reagents and catalysts are C1=CC=C(C=C1)P([C-]2C=CC=C2)C3=CC=CC=C3.C1=CC=C(C=C1)P([C-]2C=CC=C2)C3=CC=CC=C3.Cl[Pd]Cl.[Fe+2] (Pd(dppf)Cl2). Solvent: O1CCCC1 (tetrahydrofuran). Yields the product C(C)(=O)OCC=1C(=NC=CC1C1=CN(C(C(=C1)NC1=NC=C(C=C1)N1CCNCC1)=O)C)N1C(C=2N(C=3CCCCC3C2)CC1)=O ((4-(1-Methyl-6-oxo-5-(5-(piperazin-1-yl)pyridin-2-ylamino)-1,6-dihydropyridin-3-yl)-2-(1-oxo-3,4,6,7,8,9-hexahydropyrazino[1,2-a]indol-2(1H)-yl)pyridin-3-yl)methyl Acetate). Yield: 58.4%. RXN SMILES: Br[C:2]1[CH:3]=[C:4]([NH:10][C:11]2[CH:16]=[CH:15][C:14]([N:17]3[CH2:22][CH2:21][NH:20][CH2:19][CH2:18]3)=[CH:13][N:12]=2)[C:5](=[O:9])[N:6]([CH3:8])[CH:7]=1.[C:23]([O:26][CH2:27][C:28]1[C:29]([N:43]2[CH2:55][CH2:54][N:46]3[C:47]4[CH2:48][CH2:49][CH2:50][CH2:51][C:52]=4[CH:53]=[C:45]3[C:44]2=[O:56])=[N:30][CH:31]=[CH:32][C:33]=1B1OC(C)(C)C(C)(C)O1)(=[O:25])[CH3:24].[O-]P([O-])([O-])=O.[K+].[K+].[K+]>C1C=CC(P(C2C=CC=CC=2)[C-]2C=CC=C2)=CC=1.C1C=CC(P(C2C=CC=CC=2)[C-]2C=CC=C2)=CC=1.Cl[Pd]Cl.[Fe+2].O1CCCC1>[C:23]([O:26][CH2:27][C:28]1[C:29]([N:43]2[CH2:55][CH2:54][N:46]3[C:47]4[CH2:48][CH2:49][CH2:50][CH2:51][C:52]=4[CH:53]=[C:45]3[C:44]2=[O:56])=[N:30][CH:31]=[CH:32][C:33]=1[C:2]1[CH:3]=[C:4]([NH:10][C:11]2[CH:16]=[CH:15][C:14]([N:17]3[CH2:22][CH2:21][NH:20][CH2:19][CH2:18]3)=[CH:13][N:12]=2)[C:5](=[O:9])[N:6]([CH3:8])[CH:7]=1)(=[O:25])[CH3:24] |f:2.3.4.5,6.7.8.9|. Procedure: A 100-mL single-neck round-bottomed flask equipped with magnetic stirrer and reflux condenser was charged with 5-bromo-1-methyl-3-(5-(piperazin-1-yl)pyridin-2-ylamino)pyridin-2(1H)-one 101j (200 mg, 0.55 mmol), 3-(acetoxymethyl)-2-(1-oxo-3,4,6,7,8,9-hexahydropyrazino[1,2-a]indol-2(1H)-yl)pyridin-4-ylboronic acid 113i (210 mg, 0.55 mmol), Pd(dppf)Cl2 (45 mg, 0.055 mmol), K3PO4 (284 mg, 1.65 mmol), and tetrahydrofuran (20 mL). After three cycles of vacuum/argon flush, the mixture was heated at ref... Starting materials: C(C)OC(NC1=C(C=CC=C1C1CN(CCC1)C(C(F)(F)F)=O)[N+](=O)[O-])=O (Ethyl-[2-nitro-6-[1-trifluoroacetyl-3-piperidinyl]-phenyl]-carbamate). The reagents and catalysts are [Pd] (palladium). Run in C(C)O (ethanol). Yields the product C(C)OC(NC1=C(C=CC=C1C1CN(CCC1)C(C(F)(F)F)=O)N)=O (Ethyl-[2-amino-6-[1-(trifluoroacetyl)-3-piperidinyl]-phenyl]-carbamate). RXN SMILES: [CH2:1]([O:3][C:4](=[O:27])[NH:5][C:6]1[C:11]([CH:12]2[CH2:17][CH2:16][CH2:15][N:14]([C:18](=[O:23])[C:19]([F:22])([F:21])[F:20])[CH2:13]2)=[CH:10][CH:9]=[CH:8][C:7]=1[N+:24]([O-])=O)[CH3:2]>C(O)C.[Pd]>[CH2:1]([O:3][C:4](=[O:27])[NH:5][C:6]1[C:11]([CH:12]2[CH2:17][CH2:16][CH2:15][N:14]([C:18](=[O:23])[C:19]([F:20])([F:22])[F:21])[CH2:13]2)=[CH:10][CH:9]=[CH:8][C:7]=1[NH2:24])[CH3:2]. Procedure: 12 g of the product of Step D were hydrogenated for 3 hours in 400 ml of ethanol in the presence of 3 g of palladium at 10% on carbon. After filtering, washing with ethanol and evaporating to dryness under reduced pressure, 10.8 g of ethyl-[2-amino-6-[1-(trifluoroacetyl)-3-piperidinyl]-phenyl]-carbamate melting at about 90° C. after crystallization from isopropyl ether were obtained. Starting materials: Cl.NO (hydroxylamine hydrochloride), C(C)(=O)[O-].[Na+] (sodium acetate), C1(CCCCC1)CN1C=C(C2=CC=CC(=C12)OC)C=O (1-(cyclohexyl)methyl-7-methoxy-1H-indole-3-carbaldehyde). The solvent is C(C)O (ethanol), O (water). Reaction conditions: time 64 hour. Yields the product C1(CCCCC1)CN1C=C(C2=CC=CC(=C12)OC)C=NO (1-cyclohexylmethyl-7-methoxy-1H-indole-3-carbaldehyde oxime). Isolated yield 44.8%. As a reaction SMILES: [CH:1]1([CH2:7][N:8]2[C:16]3[C:11](=[CH:12][CH:13]=[CH:14][C:15]=3[O:17][CH3:18])[C:10]([CH:19]=O)=[CH:9]2)[CH2:6][CH2:5][CH2:4][CH2:3][CH2:2]1.Cl.[NH2:22][OH:23].C([O-])(=O)C.[Na+]>C(O)C.O>[CH:1]1([CH2:7][N:8]2[C:16]3[C:11](=[CH:12][CH:13]=[CH:14][C:15]=3[O:17][CH3:18])[C:10]([CH:19]=[N:22][OH:23])=[CH:9]2)[CH2:6][CH2:5][CH2:4][CH2:3][CH2:2]1 |f:1.2,3.4|. Procedure: To a solution of 1-(cyclohexyl)methyl-7-methoxy-1H-indole-3-carbaldehyde (780 mg, 2.9 mmol) in a mixture of ethanol (8 ml) and water (2 ml) was added hydroxylamine hydrochloride (403 mg, 5.8 mmol) and sodium acetate (713 mg, 8.7 mmol) and the solution stirred for 64 h at room temperature. The mixture was concentrated in vacuo and the residue diluted with water (50 ml) and extracted with ethyl acetate (3×50 ml). The product was recrystallised from diethyl ether/hexane to yield 1-cyclohexylmethyl-... The reactants are BrC=1C(=C2C(=NC1)N(C=C2I)COCC[Si](C)(C)C)Cl (5-Bromo-4-chloro-3-iodo-1-(2-trimethylsilanyl-ethoxymethyl)-1H-pyrrolo[2,3-b]pyridine), C(C)(C)(C)OCC1=C(C=CC=C1)B(O)O (2-(tert-Butoxymethyl)phenylboronic acid), C([O-])([O-])=O.[Na+].[Na+] (sodium carbonate), S(=O)(=O)([O-])[O-].[Na+].[Na+] (Sodium sulfate). The reagents and catalysts are Cl[Pd]([P](C1=CC=CC=C1)(C2=CC=CC=C2)C3=CC=CC=C3)([P](C4=CC=CC=C4)(C5=CC=CC=C5)C6=CC=CC=C6)Cl (dichlorobis(triphenylphosphine)palladium(II)). Run in C(C)#N (acetonitrile), C1CCOC1 (THF). Conditions: temperature 60 celsius, time 2 hour. Yields the product BrC=1C(=C2C(=NC1)N(C=C2C2=C(C=CC=C2)COC(C)(C)C)COCC[Si](C)(C)C)Cl (5-Bromo-3-(2-tert-butoxymethyl-phenyl)-4-chloro-1-(2-trimethylsilanyl-ethoxymethyl)-1H-pyrrolo[2,3-b]pyridine). Yield: 11.8%. As a reaction SMILES: [Br:1][C:2]1[C:3]([Cl:20])=[C:4]2[C:10](I)=[CH:9][N:8]([CH2:12][O:13][CH2:14][CH2:15][Si:16]([CH3:19])([CH3:18])[CH3:17])[C:5]2=[N:6][CH:7]=1.[C:21]([O:25][CH2:26][C:27]1[CH:32]=[CH:31][CH:30]=[CH:29][C:28]=1B(O)O)([CH3:24])([CH3:23])[CH3:22].C(=O)([O-])[O-].[Na+].[Na+].S([O-])([O-])(=O)=O.[Na+].[Na+]>C(#N)C.Cl[Pd](Cl)([P](C1C=CC=CC=1)(C1C=CC=CC=1)C1C=CC=CC=1)[P](C1C=CC=CC=1)(C1C=CC=CC=1)C1C=CC=CC=1.C1COCC1>[Br:1][C:2]1[C:3]([Cl:20])=[C:4]2[C:10]([C:32]3[CH:31]=[CH:30][CH:29]=[CH:28][C:27]=3[CH2:26][O:25][C:21]([CH3:24])([CH3:23])[CH3:22])=[CH:9][N:8]([CH2:12][O:13][CH2:14][CH2:15][Si:16]([CH3:19])([CH3:18])[CH3:17])[C:5]2=[N:6][CH:7]=1 |f:2.3.4,5.6.7,^1:54,73|. Procedure: 5-Bromo-4-chloro-3-iodo-1-(2-trimethylsilanyl-ethoxymethyl)-1H-pyrrolo[2,3-b]pyridine (500 mg, 1.02 mmol), 2-(tert-Butoxymethyl)phenylboronic acid (224 mg, 1.05 mmol), dichlorobis(triphenylphosphine)palladium(II) (42 mg, 0.05 mmol), and 1 mL of sodium carbonate solution (2M, 2 mmol) were dissolved in 5 mL of acetonitrile and 5 mL of THF under an atmosphere of nitrogen. The mixture was heated at 60° C. with rapid stirring under N2 for 2 h. Sodium sulfate was added to the reaction mixture and the ... Starting materials: BrC1=NC=CC(=C1)C=CC(C(C(F)(F)F)(F)F)=O (1-(2-bromo-pyridin-4-yl)-4,4,5,5,5-pentafluoro-pent-1-en-3-one), Cl.FC1=C(C=CC(=C1)F)NN (2,4-difluorophenylhydrazine hydrochloride), N1CCCCC1 (piperidine). The solvent is C(C)O (ethanol). Run at temperature 90 celsius, time 2 hour. Yields the product BrC1=NC=CC(=C1)C1CC(=NN1C1=C(C=C(C=C1)F)F)C(C(F)(F)F)(F)F (5-(2-bromo-pyridin-4-yl)-1-(2,4-difluoro-phenyl)-3-pentafluoroethyl-4,5-dihydro-1H-pyrazole). Isolated yield 44.3%. Reaction SMILES: [Br:1][C:2]1[CH:7]=[C:6]([CH:8]=[CH:9][C:10](=O)[C:11]([F:17])([F:16])[C:12]([F:15])([F:14])[F:13])[CH:5]=[CH:4][N:3]=1.Cl.[F:20][C:21]1[CH:26]=[C:25]([F:27])[CH:24]=[CH:23][C:22]=1[NH:28][NH2:29].N1CCCCC1>C(O)C>[Br:1][C:2]1[CH:7]=[C:6]([CH:8]2[N:28]([C:22]3[CH:23]=[CH:24][C:25]([F:27])=[CH:26][C:21]=3[F:20])[N:29]=[C:10]([C:11]([F:17])([F:16])[C:12]([F:15])([F:14])[F:13])[CH2:9]2)[CH:5]=[CH:4][N:3]=1 |f:1.2|. Procedure: 1-(2-Bromo-pyridin-4-yl)-4,4,5,5,5-pentafluoro-pent-1-en-3-one (2.9 g, 8.9 mmol) prepared in Step 3, 2,4-difluorophenylhydrazine hydrochloride (2.4 g, 8.9 mmol), and piperidine (1.8 mL, 17.8 mmol) were added to ethanol (88.8 mL). The reaction mixture was stirred at 90° C. for 2 hours, concentrated under reduced pressure, and then ethyl acetate was added thereto. The mixture was washed with distilled water, dried on anhydrous magnesium sulfate, and then concentrated under reduced pressure to give... Reactants: N1(CCC1)C1=C(C=C2C(C(=CN(C2=N1)CCC#N)C(=O)OCC)=O)F (ethyl 7-azetidin-1-yl-1-(2-cyanoethyl)-6-fluoro-4-oxo-1,4-dihydro-1,8-naphthyridine-3-carboxylate), [Li+].[OH-] (LiOH). Run in C1CCOC1 (THF), CO (methanol). Reaction conditions: time 3 hour. Yields the product N1(CCC1)C1=C(C=C2C(C(=CNC2=N1)C(=O)O)=O)F (7-azetidin-1-yl-6-fluoro-4-oxo-1,4-dihydro-1,8-naphthyridine-3-carboxylic acid). As a reaction SMILES: [N:1]1([C:5]2[N:14]=[C:13]3[C:8]([C:9](=[O:24])[C:10]([C:19]([O:21]CC)=[O:20])=[CH:11][N:12]3CCC#N)=[CH:7][C:6]=2[F:25])[CH2:4][CH2:3][CH2:2]1.[Li+].[OH-]>C1COCC1.CO>[N:1]1([C:5]2[N:14]=[C:13]3[C:8]([C:9](=[O:24])[C:10]([C:19]([OH:21])=[O:20])=[CH:11][NH:12]3)=[CH:7][C:6]=2[F:25])[CH2:4][CH2:3][CH2:2]1 |f:1.2|. Procedure details: A suspension of EXAMPLE 7D in THF (400 mL) and methanol (200 mL) at reflux was treated with 1M LiOH (200 mL), stirred for an 3 hours then cooled, concentrated to half volume, acidified with 10% citric acid, and filtered. Starting materials: C(C(=O)OCC)(=O)OCC (diethyl oxalate), NC1=C(C(=CC(=C1)C(F)(F)F)Cl)N (1,2-diamino-3-chloro-5trifluoromethylbenzene). Run at temperature 180 celsius, time 3.5 hour. Yields the product ClC1=C2NC(C(NC2=CC(=C1)C(F)(F)F)=O)=O (5-Chloro-7-trifluoromethyl-1,4-dihydroquinoxaline-2,3-dione). The yield is 50.9%. Reaction SMILES: [C:1]([O:8]CC)(=O)[C:2]([O:4]CC)=O.[NH2:11][C:12]1[CH:17]=[C:16]([C:18]([F:21])([F:20])[F:19])[CH:15]=[C:14]([Cl:22])[C:13]=1[NH2:23]>>[Cl:22][C:14]1[CH:15]=[C:16]([C:18]([F:19])([F:21])[F:20])[CH:17]=[C:12]2[C:13]=1[NH:23][C:2](=[O:4])[C:1](=[O:8])[NH:11]2. Reported procedure: 439.0 mg (3.0 mmol) of diethyl oxalate (from Sigma, used as received) was added to 210.6 mg (1.0 mmol) of 1,2-diamino-3-chloro-5trifluoromethylbenzene (from PCR Inc., used as received), and the resulting yellow solution was heated at 180° C. (bath temperature) under Ar with stirring for 3.5 h, the solution became thick with formation of cream precipitate and hard to stir. The reaction mixture was allowed to cool to r.t., and triturated with hexane (10 mL). The precipitate was collected by vacuum...